From a dataset of the Open Reaction Database (ORD), a public repository of structured organic reaction records. describe an organic reaction: reactants, conditions, products, and yield Reactants: S1C2=C(C=C1[C@@H](/C=C/[C@@H]1[C@H]([C@H](C[C@H]1O)O)C\C=C/CCCC(=O)OC)O[Si](C1=CC=CC=C1)(C1=CC=CC=C1)C(C)(C)C)C=CC=C2 ((Z)-Methyl 7-((1R,2R,3R,5S)-2-((R,E)-3-(benzo[b]thiophen-2-yl)-3-(tert-butyldiphenylsilyloxy)prop-1-enyl)-3,5-dihydroxycyclopentyl)hept-5-enoate), S1C2=C(C=C1[C@@H](/C=C/[C@@H]1[C@H]([C@H](C[C@H]1O)O)C\C=C/CCCC(=O)OC)O[Si](C1=CC=CC=C1)(C1=CC=CC=C1)C(C)(C)C)C=CC=C2 ((Z)-methyl 7-((1R,2R,3R,5S)-2-((R,E)-3-(benzo[b]thiophen-2-yl)-3-(tert-butyldiphenylsilyloxy)prop-1-enyl)-3,5-dihydroxycyclopentyl)hept-5-enoate), CC(=O)C.OS(=O)(=O)O.O=[Cr](=O)=O (Jones reagent). The solvent is CC(=O)C (acetone), C(C)(=O)OCC (ethyl acetate). Conditions: temperature -25 celsius. The product is S1C2=C(C=C1[C@@H](/C=C/[C@@H]1[C@H]([C@H](CC1=O)O)C\C=C/CCCC(=O)OC)O[Si](C1=CC=CC=C1)(C1=CC=CC=C1)C(C)(C)C)C=CC=C2 ((Z)-methyl 7-((1R,2R,5S)-2-((R,E)-3-(benzo[b]thiophen-2-yl)-3-(tert-butyldiphenylsilyloxy)prop-1-enyl)-5-hydroxy-3-oxocyclopentyl)hept-5-enoate), 11a. Reaction SMILES: [S:1]1[C:5]([C@H:6]([O:26][Si:27]([C:40]([CH3:43])([CH3:42])[CH3:41])([C:34]2[CH:39]=[CH:38][CH:37]=[CH:36][CH:35]=2)[C:28]2[CH:33]=[CH:32][CH:31]=[CH:30][CH:29]=2)/[CH:7]=[CH:8]/[C@H:9]2[C@H:13]([OH:14])[CH2:12][C@H:11]([OH:15])[C@@H:10]2[CH2:16]/[CH:17]=[CH:18]\[CH2:19][CH2:20][CH2:21][C:22]([O:24][CH3:25])=[O:23])=[CH:4][C:3]2[CH:44]=[CH:45][CH:46]=[CH:47][C:2]1=2.CC(C)=O.OS(O)(=O)=O.O=[Cr](=O)=O>CC(C)=O.C(OCC)(=O)C>[S:1]1[C:5]([C@H:6]([O:26][Si:27]([C:40]([CH3:43])([CH3:42])[CH3:41])([C:34]2[CH:39]=[CH:38][CH:37]=[CH:36][CH:35]=2)[C:28]2[CH:29]=[CH:30][CH:31]=[CH:32][CH:33]=2)/[CH:7]=[CH:8]/[C@H:9]2[C:13](=[O:14])[CH2:12][C@H:11]([OH:15])[C@@H:10]2[CH2:16]/[CH:17]=[CH:18]\[CH2:19][CH2:20][CH2:21][C:22]([O:24][CH3:25])=[O:23])=[CH:4][C:3]2[CH:44]=[CH:45][CH:46]=[CH:47][C:2]1=2 |f:1.2.3|. Procedure: (Z)-Methyl 7-((1R,2R,3R,5S)-2-((R,E)-3-(benzo[b]thiophen-2-yl)-3-(tert-butyldiphenylsilyloxy)prop-1-enyl)-3,5-dihydroxycyclopentyl)hept-5-enoate, 10a, is dissolved in acetone (0.1 M) and cooled to −25° C. Jones reagent (1 molar equivalent) is added dropwise with stirring. Upon completion, as judged by TLC, the reaction is quenched with isopropyl alcohol and the crude reaction mixture is diluted with ethyl acetate, washed three times with brine, and dried over magnesium sulfate. After filtration ... Reactants: FC1=C(C=C(C=C1)NC(=O)C=1OC=CC1)[N+](=O)[O-] (Furan-2-carboxylic acid (4-fluoro-3-nitro-phenyl)-amide), C(=O)([O-])[O-].[K+].[K+] (K2CO3), SC1=CC=C(C=C1)O (4-mercapto-phenol). Run in CN(C)C=O (DMF), O (water). Reaction conditions: temperature 80 celsius. The product is OC1=CC=C(C=C1)SC1=C(C=C(C=C1)NC(=O)C=1OC=CC1)[N+](=O)[O-] (Furan-2-carboxylic acid [4-(4-hydroxy-phenylsulfanyl)-3-nitro-phenyl]-amide). Isolated yield 97.1%. As a reaction SMILES: F[C:2]1[CH:7]=[CH:6][C:5]([NH:8][C:9]([C:11]2[O:12][CH:13]=[CH:14][CH:15]=2)=[O:10])=[CH:4][C:3]=1[N+:16]([O-:18])=[O:17].C([O-])([O-])=O.[K+].[K+].[SH:25][C:26]1[CH:31]=[CH:30][C:29]([OH:32])=[CH:28][CH:27]=1>CN(C=O)C.O>[OH:32][C:29]1[CH:30]=[CH:31][C:26]([S:25][C:2]2[CH:7]=[CH:6][C:5]([NH:8][C:9]([C:11]3[O:12][CH:13]=[CH:14][CH:15]=3)=[O:10])=[CH:4][C:3]=2[N+:16]([O-:18])=[O:17])=[CH:27][CH:28]=1 |f:1.2.3|. Procedure details: The product of Example 255a (1.00 g, 2.89 mmol) was dissolved in DMF to which K2CO3 (801 mg, 5.79 mmol), and 4-mercapto-phenol (366 mg, 2.89 mmol) were added. The reaction mixture was then heated to 80° C. for 2 hrs. At this point the reaction mixture was cooled to room temperature and diluted with water which was then extracted with ethyl acetate to isolate the desired compound (1.00 g, 99%). Reactants: OC=1C=C(C(=O)O)C=CC1O (3,4-dihydroxybenzoic acid), ClC(C)Cl (dichloroethane), CO (methanol), C1(=CC=C(C=C1)S(=O)(=O)O)C (p-toluenesulfonic acid). The solvent is O (water). The product is COC(C1=CC(=C(C=C1)O)O)=O (3,4-Dihydroxybenzoic acid methyl ester). As a reaction SMILES: [OH:1][C:2]1[CH:3]=[C:4]([CH:8]=[CH:9][C:10]=1[OH:11])[C:5]([OH:7])=[O:6].Cl[CH:13](Cl)C.CO.C1(C)C=CC(S(O)(=O)=O)=CC=1>O>[CH3:13][O:6][C:5](=[O:7])[C:4]1[CH:8]=[CH:9][C:10]([OH:11])=[C:2]([OH:1])[CH:3]=1. Procedure details: A mixture of 180 g of 3,4-dihydroxybenzoic acid, 360 ml of dichloroethane, 142 ml of methanol and 18 g of p-toluenesulfonic acid was boiled on a water separator, until distillate is clear. The solvent was evaporated, and the residue was admixed with 1.5 liters of diethyl ether, washed with 1 liter of a saturated aqueous sodium bicarbonate solution and twice with each 0.4 liter of aqueous sodium chloride solution. After evaporation again, the residue was recrystallized from 3 liters of toluene to... Starting materials: C(C1=CC=CC=C1)OCC1=C(C(=NC=N1)O)I (6-benzyloxymethyl-4-hydroxy-5-iodo-pyrimidine), P(=O)(Cl)(Cl)Cl (phosphorus oxychloride). The product is C(C1=CC=CC=C1)OCC1=C(C(=NC=N1)Cl)I (6-Benzyloxymethyl-4-chloro-5-iodo-pyrimidine). Yield: 97.0%. Reaction SMILES: [CH2:1]([O:8][CH2:9][C:10]1[N:15]=[CH:14][N:13]=[C:12](O)[C:11]=1[I:17])[C:2]1[CH:7]=[CH:6][CH:5]=[CH:4][CH:3]=1.P(Cl)(Cl)([Cl:20])=O>>[CH2:1]([O:8][CH2:9][C:10]1[N:15]=[CH:14][N:13]=[C:12]([Cl:20])[C:11]=1[I:17])[C:2]1[CH:7]=[CH:6][CH:5]=[CH:4][CH:3]=1. Procedure: A solution of 6-benzyloxymethyl-4-hydroxy-5-iodo-pyrimidine (6.56 g, 1.9 mmol) dissolved in phosphorus oxychloride (200 ml) was stirred at reflux for 20 min. The POCl3 was removed under reduced pressure and the residue evaporated from toluene. The reddish residue was partitioned between ice-water and t-butyl methyl ether, then treated with NaHCO3, and the layers separated, and the aqueous layer was further extracted (x 2). The combined organic extracts were washed twice with 5% sodium bicarbonat... Starting materials: ClC1=CC=C(C=C1)S(=O)(=O)C(CCOCCOC=C)C1=C(C=CC(=C1)F)F (2-[1-[(4-chlorophenyl)sulfonyl]-3-(2-vinyloxyethoxy)propyl]-1,4-difluorobenzene), P-toluenesulfonic acid monohydrate. Run in CO (methanol). Reaction conditions: time 4 hour. Yields the product ClC1=CC=C(C=C1)S(=O)(=O)C(CCOCCO)C1=C(C=CC(=C1)F)F (2-[3-[(4-Chlorophenyl)sulfonyl]-3-(2,5-difluorophenyl)propoxy]ethanol). As a reaction SMILES: [Cl:1][C:2]1[CH:7]=[CH:6][C:5]([S:8]([CH:11]([C:20]2[CH:25]=[C:24]([F:26])[CH:23]=[CH:22][C:21]=2[F:27])[CH2:12][CH2:13][O:14][CH2:15][CH2:16][O:17]C=C)(=[O:10])=[O:9])=[CH:4][CH:3]=1>CO>[Cl:1][C:2]1[CH:3]=[CH:4][C:5]([S:8]([CH:11]([C:20]2[CH:25]=[C:24]([F:26])[CH:23]=[CH:22][C:21]=2[F:27])[CH2:12][CH2:13][O:14][CH2:15][CH2:16][OH:17])(=[O:10])=[O:9])=[CH:6][CH:7]=1. Reported procedure: In methanol (10 ml) was dissolved 2-[1-[(4-chlorophenyl)sulfonyl]-3-(2-vinyloxyethoxy)propyl]-1,4-difluorobenzene (123 mg, 0.295 mmol). P-toluenesulfonic acid monohydrate (2.0 mg, 0.011 mmol) was added and the mixture was stirred at room temperature for 4 hours. After concentration under reduced pressure, the residue was purified by silica gel chromatography (methylene chloride:methanol=50:1) to yield a white solid. The resulting white solid was washed with hexane, whereby the title compound (80... Run in C(C)(=O)OCC (ethyl acetate). Reaction SMILES: [N+:1]([C:4]1[CH:12]=[C:11]2[C:7](C(C(O)=O)=N[NH:10]2)=[CH:6][CH:5]=1)([O-:3])=[O:2].[C:16](=[O:19])([O-])[O-:17].[K+].[K+].[CH3:22]I.O.[CH3:25][N:26]([CH3:29])C=O>C(OCC)(=O)C>[CH3:25][N:26]1[C:29]([C:16]([O:17][CH3:22])=[O:19])=[C:7]2[C:11]([CH:12]=[C:4]([N+:1]([O-:3])=[O:2])[CH:5]=[CH:6]2)=[N:10]1 |f:1.2.3|. Conditions: temperature 50 celsius, time 4 hour. Product: CN1N=C2C=C(C=CC2=C1C(=O)OC)[N+](=O)[O-] (methyl 2-methyl-6-nitro-2H-indazole-3-carboxylate). Starting materials: C([O-])([O-])=O.[K+].[K+] (potassium carbonate), O (water), [N+](=O)([O-])C1=CC=C2C(=NNC2=C1)C(=O)O (6-nitro-1H-indazole-3-carboxylic acid), CN(C=O)C (dimethylformamide), CI (methyl iodide). Procedure: 830 mg 6-nitro-1H-indazole-3-carboxylic acid are dissolved in 16 ml dimethylformamide, combined with 1.66 g potassium carbonate and 823 μl methyl iodide and stirred for 4 hours at 50° C. After cooling to ambient temperature the mixture is divided between water and ethyl acetate. The aqueous phase is extracted twice with ethyl acetate and the combined organic phases are washed with saturated sodium chloride solution. After drying with magnesium sulphate the solvents are eliminated in vacuo. The r...